From a dataset of the Open Reaction Database (ORD), a public repository of structured organic reaction records. describe an organic reaction: reactants, conditions, products, and yield The reactants are OC=1C=CC(=C(C(=O)O)C1)C (5-hydroxy-2-methylbenzoic acid), C(C1=CC=CC=C1)Br (benzyl bromide), C([O-])([O-])=O.[K+].[K+] (potassium carbonate), O (Water). Run in CN(C)C=O (DMF). Conditions: time 3 hour. Yields the product C(C1=CC=CC=C1)OC=1C=CC(=C(C(=O)OCC2=CC=CC=C2)C1)C (benzyl 5-(benzyloxy)-2-methylbenzoate). Yield: 168.6%. As a reaction SMILES: [OH:1][C:2]1[CH:3]=[CH:4][C:5]([CH3:11])=[C:6]([CH:10]=1)[C:7]([OH:9])=[O:8].[CH2:12](Br)[C:13]1[CH:18]=[CH:17][CH:16]=[CH:15][CH:14]=1.C(=O)([O-])[O-].[K+].[K+].O>CN(C=O)C>[CH2:12]([O:1][C:2]1[CH:3]=[CH:4][C:5]([CH3:11])=[C:6]([CH:10]=1)[C:7]([O:9][CH2:11][C:5]1[CH:6]=[CH:10][CH:2]=[CH:3][CH:4]=1)=[O:8])[C:13]1[CH:18]=[CH:17][CH:16]=[CH:15][CH:14]=1 |f:2.3.4|. Reported procedure: To a solution of 5-hydroxy-2-methylbenzoic acid (1.52 g) in DMF (25 mL) were added benzyl bromide (3.40 g) and potassium carbonate (4.14 g), and the mixture was stirred at room temperature for 3 hr. Water was added to the reaction mixture, and the precipitated crystals were collected by filtration, and dried to give the title compound (2.80 g) as a white solid. This compound was used for the next step without further purification. Reactants: BrC1=C(C(=O)O)C=CC=C1 (2-bromobenzoic acid), CN[C@H]1[C@@H](CCCC1)NC (rac-trans-N,N′-dimethylcyclohexane-1,2-diamine), CuBr2, C(=O)([O-])[O-].[Na+].[Na+] (Na2CO3), C(=O)([O-])[O-].[Na+].[Na+] (Na2CO3), Cl (HCl). The reagents and catalysts are CN[C@H]1[C@@H](CCCC1)NC (rac-trans-N,N′-dimethylcyclohexane-1,2-diamine). Run in O (H2O), O (H2O). Conditions: temperature 25 celsius, time 30 minute. Yields the product C(C=1C(O)=CC=CC1)(=O)O (salicylic acid). Isolated yield 97.5%. RXN SMILES: Br[C:2]1[CH:10]=[CH:9][CH:8]=[CH:7][C:3]=1[C:4]([OH:6])=[O:5].C([O-])([O-])=[O:12].[Na+].[Na+].CN[C@@H]1CCCC[C@H]1NC.Cl>CN[C@@H]1CCCC[C@H]1NC.O>[C:4]([OH:6])(=[O:5])[C:3]1[C:2](=[CH:10][CH:9]=[CH:8][CH:7]=1)[OH:12] |f:1.2.3|. Procedure: Under nitrogen, 2.00 g (9.95 mmol) of 2-bromobenzoic acid was combined with 10 g of H2O. 1.11 g (10.45 mmol) of Na2CO3 was then added. The mixture was heated to reflux with stirring for 30 min, remaining under a nitrogen atmosphere. Another 1.58 g (14.92 mmol) of Na2CO3 was added to the reaction mixture and reflux was continued for 30 min. Separately, 22 mg of CuBr2 and 28 mg of rac-trans-N,N′-dimethylcyclohexane-1,2-diamine (Ligand F) were combined with 2 mL H2O under nitrogen to give a deep pu...